From a dataset of the Open Reaction Database (ORD), a public repository of structured organic reaction records. describe an organic reaction: reactants, conditions, products, and yield Starting materials: COc1ccc(CCl)cc1, CN(C)C=O, CCOC(=O)C(C(=O)OCC)=C(S)Nc1ccc(F)c(F)c1F, [Na]. Yields the product CCOC(=O)C(C(=O)OCC)=C(Nc1ccc(F)c(F)c1F)SCc1ccc(OC)cc1. Reaction SMILES: [CH3:25][O:26][c:27]1[cH:28][cH:29][c:30]([CH2:31][Cl:32])[cH:33][cH:34]1.[CH3:35][N:36]([CH3:37])[CH:38]=[O:39].[F:2][c:3]1[c:4]([NH:5][C:6]([SH:7])=[C:8]([C:9](=[O:10])[O:11][CH2:12][CH3:13])[C:14](=[O:15])[O:16][CH2:17][CH3:18])[cH:19][cH:20][c:21]([F:24])[c:22]1[F:23].[Na:1]>>[F:2][c:3]1[c:4]([NH:5][C:6]([S:7][CH2:31][c:30]2[cH:29][cH:28][c:27]([O:26][CH3:25])[cH:34][cH:33]2)=[C:8]([C:9](=[O:10])[O:11][CH2:12][CH3:13])[C:14](=[O:15])[O:16][CH2:17][CH3:18])[cH:19][cH:20][c:21]([F:24])[c:22]1[F:23]. Starting materials: ClC1=CC=C(C=N1)CN1CCN2C1=C(CCC2=O)[N+](=O)[O-] (1-((6-chloropyridin-3-yl)methyl)-8-nitro-2,3,6,7-tetrahydroimidazo[1,2-a]pyridin-5(1H)-one), Cl.NO (hydroxylamine hydrochloride), [OH-].[K+] (potassium hydroxide). Run in C(C)O (ethanol). The product is ClC1=CC=C(C=N1)CN1CCN/2C1=C(CC\C2=N/O)[N+](=O)[O-] ((E)-1-((6-chloropyridin-3-yl)methyl)-8-nitro-2,3,6,7-tetrahydro imidazo[1,2-a]pyridin-5(1H)-one oxime). Yield: 65.0%. RXN SMILES: [Cl:1][C:2]1[N:7]=[CH:6][C:5]([CH2:8][N:9]2[C:13]3=[C:14]([N+:19]([O-:21])=[O:20])[CH2:15][CH2:16][C:17](=O)[N:12]3[CH2:11][CH2:10]2)=[CH:4][CH:3]=1.Cl.[NH2:23][OH:24].[OH-].[K+]>C(O)C>[Cl:1][C:2]1[N:7]=[CH:6][C:5]([CH2:8][N:9]2[C:13]3=[C:14]([N+:19]([O-:21])=[O:20])[CH2:15][CH2:16]/[C:17](=[N:23]\[OH:24])/[N:12]3[CH2:11][CH2:10]2)=[CH:4][CH:3]=1 |f:1.2,3.4|. Procedure details: A mixture of 0.618 g (0.002 mol) of 1-((6-chloropyridin-3-yl)methyl)-8-nitro-2,3,6,7-tetrahydroimidazo[1,2-a]pyridin-5(1H)-one, 0.01 mol of hydroxylamine hydrochloride, 0.01 mol of potassium hydroxide and 20 ml of ethanol placed in a 100 ml of flask was refluxed for 24 hours. The solvent was removed and the residue was separated to give a product by column chromatography in 65% yield. Reactants: ClCCl, Cl, CC(=O)Nc1nc(CCc2ccc(OC(=O)NNC(=O)OC(C)(C)C)cc2)cs1, C1COCCO1. Yields the product Cl, CC(=O)Nc1nc(CCc2ccc(OC(=O)NN)cc2)cs1. As a reaction SMILES: [Cl:37][CH2:38][Cl:39].[ClH:36].[NH:1]([NH:2][C:3]([O:4][C:5]([CH3:6])([CH3:7])[CH3:8])=[O:9])[C:10](=[O:11])[O:12][c:13]1[cH:14][cH:15][c:16]([CH2:19][CH2:20][c:21]2[n:22][c:23]([NH:26][C:27]([CH3:28])=[O:29])[s:24][cH:25]2)[cH:17][cH:18]1.[O:30]1[CH2:31][CH2:32][O:33][CH2:34][CH2:35]1>>[ClH:36].[NH:1]([NH2:2])[C:10](=[O:11])[O:12][c:13]1[cH:14][cH:15][c:16]([CH2:19][CH2:20][c:21]2[n:22][c:23]([NH:26][C:27]([CH3:28])=[O:29])[s:24][cH:25]2)[cH:17][cH:18]1. Reactants: [H-].[Na+] (NaH), N1N=CC2=CC=CC=C12 (indazole), C(C)(C)(C)OC(NC1CC2(CO2)CCC1)=O (tert-butyl-1-oxaspiro[2.5]octaN-5-ylcarbamate). Run in CN(C)C=O (DMF). Run at time 15 minute. The product is N1(N=CC2=CC=CC=C12)CC1(C[C@@H](CCC1)NC(OC(C)(C)C)=O)O (tert-butyl(1R)-3-((1H-indazol-1-yl)methyl)-3-hydroxycyclohexylcarbamate). Reaction SMILES: [H-].[Na+].[NH:3]1[C:11]2[C:6](=[CH:7][CH:8]=[CH:9][CH:10]=2)[CH:5]=[N:4]1.[C:12]([O:16][C:17](=[O:27])[NH:18][CH:19]1[CH2:26][CH2:25][CH2:24][C:21]2([O:23][CH2:22]2)[CH2:20]1)([CH3:15])([CH3:14])[CH3:13]>CN(C=O)C>[N:3]1([CH2:22][C:21]2([OH:23])[CH2:24][CH2:25][CH2:26][C@@H:19]([NH:18][C:17](=[O:27])[O:16][C:12]([CH3:14])([CH3:13])[CH3:15])[CH2:20]2)[C:11]2[C:6](=[CH:7][CH:8]=[CH:9][CH:10]=2)[CH:5]=[N:4]1 |f:0.1|. Procedure details: NaH (1.1 mmol) was added to a vial containing indazole (2.2 mmol) in DMF (1 ml). The mixture was stirred at rt for 15 mins, then added tert-butyl-1-oxaspiro[2.5]octaN-5-ylcarbamate (0.22 mmol). The reaction was stirred at 60° C. overnight. Upon completion, the mixture was quenched by water (3 mL). The mixture was extracted using dichloromethane (3×5 mL). The extracts were combined and dried using anhydrous sodium sulfate. The product was purified using HPLC. Reactants: Cl.CN(S(=O)(=O)C=1C=C(C(=O)Cl)C=CC1N1CCN(CC1)C)C (3-dimethylsulfamoyl-4-(4-methylpiperazine-1-yl)-benzoylchloride-hydrochloride), CO (methanol). Product: COC(C1=CC(=C(C=C1)N1CCN(CC1)C)S(N(C)C)(=O)=O)=O (3-Dimethylsulfamoyl-4-(4-methylpiperazine-1-yl)-benzoic acid-methylester). Reaction SMILES: Cl.[CH3:2][N:3]([CH3:23])[S:4]([C:7]1[CH:8]=[C:9]([CH:13]=[CH:14][C:15]=1[N:16]1[CH2:21][CH2:20][N:19]([CH3:22])[CH2:18][CH2:17]1)[C:10](Cl)=[O:11])(=[O:6])=[O:5].[CH3:24][OH:25]>>[CH3:24][O:25][C:10](=[O:11])[C:9]1[CH:13]=[CH:14][C:15]([N:16]2[CH2:21][CH2:20][N:19]([CH3:22])[CH2:18][CH2:17]2)=[C:7]([S:4](=[O:5])(=[O:6])[N:3]([CH3:23])[CH3:2])[CH:8]=1 |f:0.1|. Procedure: 40 Grams of 3-dimethylsulfamoyl-4-(4-methylpiperazine-1-yl)-benzoylchloride-hydrochloride (0.1 mole) were heated for 2 hours under reflux in 1 l of methanol. Subsequently the methanol was distilled off and the residue was dissolved in 0.3 l of water. A small amount of undissolved amorphous material was removed by filtration and the pH value of the filtrate was adjusted to 8 by means of concentrated aqueous ammonia, whereupon the final product precipitated immediately in a crystalline state. Afte...